Dataset: the Open Reaction Database (ORD), a public repository of structured organic reaction records. Task: describe an organic reaction: reactants, conditions, products, and yield The reactants are COc1cc(C(C)=O)ccc1OCCCCBr, CC#N, Fc1ccc2c(C3CCNCC3)n[nH]c2c1, [K+], [K+], O=C([O-])[O-], O. The product is COc1cc(C(C)=O)ccc1OCCCCN1CCC(c2n[nH]c3cc(F)ccc23)CC1. As a reaction SMILES: [Br:17][CH2:18][CH2:19][CH2:20][CH2:21][O:22][c:23]1[c:24]([O:32][CH3:33])[cH:25][c:26]([C:29]([CH3:30])=[O:31])[cH:27][cH:28]1.[CH3:40][C:41]#[N:42].[F:1][c:2]1[cH:3][cH:4][c:5]2[c:6]([CH:11]3[CH2:12][CH2:13][NH:14][CH2:15][CH2:16]3)[n:7][nH:8][c:9]2[cH:10]1.[K+:34].[K+:35].[O-:36][C:37]([O-:38])=[O:39].[OH2:43]>>[F:1][c:2]1[cH:3][cH:4][c:5]2[c:6]([CH:11]3[CH2:12][CH2:13][N:14]([CH2:18][CH2:19][CH2:20][CH2:21][O:22][c:23]4[c:24]([O:32][CH3:33])[cH:25][c:26]([C:29]([CH3:30])=[O:31])[cH:27][cH:28]4)[CH2:15][CH2:16]3)[n:7][nH:8][c:9]2[cH:10]1.